This data is from the Open Reaction Database (ORD), a public repository of structured organic reaction records. The task is: describe an organic reaction: reactants, conditions, products, and yield The reactants are Cl, O=N[O-], CC(C(=O)O)c1ccc(N)c(CC(=O)O)c1, [Na+], [Na+], [Na], [Na], [OH-], O=C(O)c1ccccc1S. The product is CC(C(=O)O)c1ccc(Sc2ccccc2C(=O)O)c(CC(=O)O)c1. As a reaction SMILES: [ClH:33].[N:1]([O-:2])=[O:3].[NH2:17][c:18]1[c:19]([CH2:29][C:30](=[O:31])[OH:32])[cH:20][c:21]([CH:24]([C:25](=[O:26])[OH:27])[CH3:28])[cH:22][cH:23]1.[Na+:35].[Na+:4].[Na:15].[Na:16].[OH-:34].[OH:5][C:6](=[O:7])[c:8]1[cH:9][cH:10][cH:11][cH:12][c:13]1[SH:14]>>[OH:5][C:6](=[O:7])[c:8]1[cH:9][cH:10][cH:11][cH:12][c:13]1[S:14][c:18]1[c:19]([CH2:29][C:30](=[O:31])[OH:32])[cH:20][c:21]([CH:24]([C:25](=[O:26])[OH:27])[CH3:28])[cH:22][cH:23]1. The reactants are O=C(O)c1ccc(C2=CCCCC2)cc1, ClCCl, CN(C)C=O, CCN(C(C)C)C(C)C, O=C(Cl)C(=O)Cl, Cl, c1ccc2c(c1)Cn1cccc1CN2. The product is O=C(c1ccc(C2=CCCCC2)cc1)N1Cc2cccn2Cc2ccccc21. As a reaction SMILES: [C:1]1([c:7]2[cH:8][cH:9][c:10]([C:11](=[O:12])[OH:13])[cH:14][cH:15]2)=[CH:2][CH2:3][CH2:4][CH2:5][CH2:6]1.[CH2:51]([Cl:52])[Cl:53].[CH3:22][N:23]([CH3:24])[CH:25]=[O:26].[CH:41]([N:42]([CH2:43][CH3:44])[CH:45]([CH3:46])[CH3:47])([CH3:48])[CH3:49].[Cl:16][C:17]([C:18]([Cl:19])=[O:20])=[O:21].[ClH:50].[cH:27]1[cH:28][cH:29][n:30]2[c:31]1[CH2:32][NH:33][c:34]1[c:35]([cH:37][cH:38][cH:39][cH:40]1)[CH2:36]2>>[C:1]1([c:7]2[cH:8][cH:9][c:10]([C:11](=[O:13])[N:33]3[CH2:32][c:31]4[cH:27][cH:28][cH:29][n:30]4[CH2:36][c:35]4[c:34]3[cH:40][cH:39][cH:38][cH:37]4)[cH:14][cH:15]2)=[CH:2][CH2:3][CH2:4][CH2:5][CH2:6]1. The reactants are CCOC(=O)CBr, ClCCl, CCCC[N+](CCCC)(CCCC)CCCC, ClC1=Nc2cccc(N3CCCCC3)c2CN1, [I-], [Na+], [OH-]. Yields the product CCOC(=O)CN1Cc2c(cccc2N2CCCCC2)N=C1Cl. As a reaction SMILES: [Br:18][CH2:19][C:20](=[O:21])[O:22][CH2:23][CH3:24].[CH2:27]([Cl:28])[Cl:29].[CH2:31]([N+:32]([CH2:33][CH2:34][CH2:35][CH3:36])([CH2:37][CH2:38][CH2:39][CH3:40])[CH2:41][CH2:42][CH2:43][CH3:44])[CH2:45][CH2:46][CH3:47].[Cl:1][C:2]1=[N:3][c:4]2[cH:5][cH:6][cH:7][c:8]([N:12]3[CH2:13][CH2:14][CH2:15][CH2:16][CH2:17]3)[c:9]2[CH2:10][NH:11]1.[I-:30].[Na+:26].[OH-:25]>>[Cl:1][C:2]1=[N:3][c:4]2[cH:5][cH:6][cH:7][c:8]([N:12]3[CH2:13][CH2:14][CH2:15][CH2:16][CH2:17]3)[c:9]2[CH2:10][N:11]1[CH2:19][C:20](=[O:21])[O:22][CH2:23][CH3:24].